This data is from the Open Reaction Database (ORD), a public repository of structured organic reaction records. The task is: describe an organic reaction: reactants, conditions, products, and yield Reactants: OC1=CC=C(C=C1)C1=C(C=C(C=C1)CC(=O)OC)[N+](=O)[O-] (methyl (4′-hydroxy-2-nitro-1,1′-biphenyl-4-yl)acetate), BrCC1=CC=C(C(=C1C(=O)OC(C)(C)C)OC(=O)OC(C)(C)C)C(F)(F)F (tert-butyl 6-(bromomethyl)-2-[(tert-butoxycarbonyl)oxy]-3-(trifluoromethyl)benzoate). Yields the product C(C)(C)(C)OC(=O)C1=C(COC2=CC=C(C=C2)C2=C(C=C(C=C2)CC(=O)O)[N+](=O)[O-])C=CC(=C1O)C(F)(F)F ((4′-{[2-(tert-Butoxycarbonyl)-3-hydroxy-4-(trifluoromethyl)benzyl]oxy}-2-nitro-1,1′-biphenyl-4-yl)acetic acid). Yield: 7.0%. As a reaction SMILES: [OH:1][C:2]1[CH:7]=[CH:6][C:5]([C:8]2[CH:13]=[CH:12][C:11]([CH2:14][C:15]([O:17]C)=[O:16])=[CH:10][C:9]=2[N+:19]([O-:21])=[O:20])=[CH:4][CH:3]=1.Br[CH2:23][C:24]1[C:29]([C:30]([O:32][C:33]([CH3:36])([CH3:35])[CH3:34])=[O:31])=[C:28]([O:37]C(OC(C)(C)C)=O)[C:27]([C:45]([F:48])([F:47])[F:46])=[CH:26][CH:25]=1>>[C:33]([O:32][C:30]([C:29]1[C:28]([OH:37])=[C:27]([C:45]([F:46])([F:47])[F:48])[CH:26]=[CH:25][C:24]=1[CH2:23][O:1][C:2]1[CH:7]=[CH:6][C:5]([C:8]2[CH:13]=[CH:12][C:11]([CH2:14][C:15]([OH:17])=[O:16])=[CH:10][C:9]=2[N+:19]([O-:21])=[O:20])=[CH:4][CH:3]=1)=[O:31])([CH3:36])([CH3:34])[CH3:35]. Procedure: According to a method similar to Example (40-2), Example (33-5) and Example (17-4), from methyl (4′-hydroxy-2-nitro-1,1′-biphenyl-4-yl)acetate (1.71 g, 3.76 mmol) obtained in Example (37-1) and tert-butyl 6-(bromomethyl)-2-[(tert-butoxycarbonyl)oxy]-3-(trifluoromethyl)benzoate (1.08 g, 3.76 mmol) obtained in Example (28-5), the title compound was obtained as a yellow oil (138 mg, three-step total yield: 7%). Starting materials: ClC=1C=CC(=NC1)O[C@@H]1CCN2[C@@H]1CNCC2 ((8R*,8aR*)-8-(5-chloropyridin-2-yloxy)octahydropyrrolo[1,2-a]pyrazine), FC1=NC(=CC=C1)C(F)(F)F (2-fluoro-6-(trifluoromethyl)pyridine), C(C)(C)N(C(C)C)CC (N,N-diisopropylethylamine). Solvent: CS(=O)C (dimethyl sulfoxide). Run at temperature 90 celsius, time 16 hour. Product: ClC=1C=CC(=NC1)O[C@@H]1CCN2[C@@H]1CN(CC2)C2=NC(=CC=C2)C(F)(F)F ((8R*,8aR*)-8-[(5-chloropyridin-2-yl)oxy]-2-[6-(trifluoromethyl)pyridin-2-yl]octahydropyrrolo[1,2-a]pyrazine). RXN SMILES: [Cl:1][C:2]1[CH:3]=[CH:4][C:5]([O:8][C@H:9]2[C@H:13]3[CH2:14][NH:15][CH2:16][CH2:17][N:12]3[CH2:11][CH2:10]2)=[N:6][CH:7]=1.F[C:19]1[CH:24]=[CH:23][CH:22]=[C:21]([C:25]([F:28])([F:27])[F:26])[N:20]=1.C(N(CC)C(C)C)(C)C>CS(C)=O>[Cl:1][C:2]1[CH:3]=[CH:4][C:5]([O:8][C@H:9]2[C@H:13]3[CH2:14][N:15]([C:19]4[CH:24]=[CH:23][CH:22]=[C:21]([C:25]([F:28])([F:27])[F:26])[N:20]=4)[CH2:16][CH2:17][N:12]3[CH2:11][CH2:10]2)=[N:6][CH:7]=1. Procedure: To a solution of Example 101B (53 mg, 0.21 mmol) and 2-fluoro-6-(trifluoromethyl)pyridine (41 mg, 0.25 mmol) in dimethyl sulfoxide (0.7 mL) was added N,N-diisopropylethylamine (0.3 mL, 1.73 mmol). The mixture was heated to 90° C. and stirred for 16 hours and then concentrated. The residue was purified via HPLC (Gilson®, Xbridge™ 30×100 mm column, eluted with pH=10 aqueous ammonium bicarbonate-ammonium hydroxide/methanol, UV=248 nm) to give the title compound. 1H NMR (300 MHz, methanol-d4) δ ppm ...